From a dataset of the Open Reaction Database (ORD), a public repository of structured organic reaction records. describe an organic reaction: reactants, conditions, products, and yield The reactants are COC=1C=C(C=CC1OC)C(=CC(=O)[O-])C1=CC(=C(C=C1)OC)OC (3,3-bis-(3,4-dimethoxyphenyl)acrylate), C(C)OP(OCC)(=O)CC#N (diethylcyanomethylphosphonate), C[Si]([N-][Si](C)(C)C)(C)C.[Li+] (lithium hexamethyldisilazide), C(C)OC=1C=C(C(=O)C2=CC=CC=C2)C=CC1OC (3-ethoxy-4-methoxybenzophenone). Yields the product C(C)OC=1C=C(C=CC1OC)C(=CC#N)C1=CC=CC=C1 (3-(3-Ethoxy-4-methoxyphenyl)-3-phenylacrylonitrile), mixture. Isolated yield 96.0%. Reaction SMILES: COC1C=C(C(C2C=CC(OC)=C(OC)C=2)=CC([O-])=O)C=CC=1OC.[CH2:26]([O:28][C:29]1[CH:30]=[C:31]([CH:40]=[CH:41][C:42]=1[O:43][CH3:44])[C:32]([C:34]1[CH:39]=[CH:38][CH:37]=[CH:36][CH:35]=1)=O)[CH3:27].C(OP([CH2:53][C:54]#[N:55])(=O)OCC)C.C[Si](C)(C)[N-][Si](C)(C)C.[Li+]>>[CH2:26]([O:28][C:29]1[CH:30]=[C:31]([C:32]([C:34]2[CH:39]=[CH:38][CH:37]=[CH:36][CH:35]=2)=[CH:53][C:54]#[N:55])[CH:40]=[CH:41][C:42]=1[O:43][CH3:44])[CH3:27] |f:3.4|. Procedure: 3-(3-Ethoxy-4-methoxyphenyl)-3-phenylacrylonitrile was prepared analogously to 3,3-bis-(3,4-dimethoxyphenyl)acrylate using 3-ethoxy-4-methoxybenzophenone (1.3 g, 5 mmol), diethylcyanomethylphosphonate (0.9 mL, 5.5 mmol) and lithium hexamethyldisilazide (4.2 mL, 5.5 mmol, 1.3M) with a reaction time of 24 hours at room temperature. The crude mixture was purified by flash column chromatography (silica gel, methylene chloride) to afford 1.35 g (96%) of a mixture of the E and Z isomers as a white sol...